Dataset: the Open Reaction Database (ORD), a public repository of structured organic reaction records. Task: describe an organic reaction: reactants, conditions, products, and yield The solvent is O (H2O), ice, C(C)(=O)O (acetic acid). Conditions: temperature 100 celsius, time 2 hour. The yield is 68.0%. Procedure details: To a stirred solution of 2-fluoro-5-((5-(6-methylpyridin-2-yl)-4-(quinoxalin-6-yl)-1H-imidazol-2-yl)methyl)benzonitrile (Example 78, prepared according to the method described in US 2008/0319012 A1) (130 mg, 0.31 mmol) in acetic acid (3 mL) was added conc. H2SO4 (0.7 mL) and the mixture was stirred at 100° C. After 2 hours, more conc. H2SO4 (0.2 mL) was added and the mixture was stirred at 100° C. for 1 hour. Then the reaction mixture was cooled to room temperature, diluted with H2O (10 mL) in t... The reactants are FC1=C(C#N)C=C(C=C1)CC=1NC(=C(N1)C=1C=C2N=CC=NC2=CC1)C1=NC(=CC=C1)C (2-fluoro-5-((5-(6-methylpyridin-2-yl)-4-(quinoxalin-6-yl)-1H-imidazol-2-yl)methyl)benzonitrile), OS(=O)(=O)O (H2SO4), [NH4+].[OH-] (NH4OH), 2008/0319012 A1, OS(=O)(=O)O (H2SO4). The product is FC1=C(C(=O)N)C=C(C=C1)CC=1NC(=C(N1)C=1C=C2N=CC=NC2=CC1)C1=NC(=CC=C1)C (2-fluoro-5-((5-(6-methylpyridin-2-yl)-4-(quinoxalin-6-yl)-1H-imidazol-2-yl)methyl)benzamide). As a reaction SMILES: [F:1][C:2]1[CH:9]=[CH:8][C:7]([CH2:10][C:11]2[NH:12][C:13]([C:26]3[CH:31]=[CH:30][CH:29]=[C:28]([CH3:32])[N:27]=3)=[C:14]([C:16]3[CH:17]=[C:18]4[C:23](=[CH:24][CH:25]=3)[N:22]=[CH:21][CH:20]=[N:19]4)[N:15]=2)=[CH:6][C:3]=1[C:4]#[N:5].[OH:33]S(O)(=O)=O.[NH4+].[OH-]>C(O)(=O)C.O>[F:1][C:2]1[CH:9]=[CH:8][C:7]([CH2:10][C:11]2[NH:12][C:13]([C:26]3[CH:31]=[CH:30][CH:29]=[C:28]([CH3:32])[N:27]=3)=[C:14]([C:16]3[CH:17]=[C:18]4[C:23](=[CH:24][CH:25]=3)[N:22]=[CH:21][CH:20]=[N:19]4)[N:15]=2)=[CH:6][C:3]=1[C:4]([NH2:5])=[O:33] |f:2.3|. Reactants: C, CCO, [H][H], [Pd], O=[N+]([O-])c1cnccc1-n1ccnc1. Product: Nc1cnccc1-n1ccnc1. As a reaction SMILES: [C:20].[CH3:17][CH2:18][OH:19].[H:15][H:16].[Pd:21].[n:1]1(-[c:6]2[c:7]([N+:12]([O-:13])=[O:14])[cH:8][n:9][cH:10][cH:11]2)[cH:2][n:3][cH:4][cH:5]1>>[n:1]1(-[c:6]2[c:7]([NH2:12])[cH:8][n:9][cH:10][cH:11]2)[cH:2][n:3][cH:4][cH:5]1. Reactants: ClC=1C=C2C=3C=CC(=CC3NC2=CC1)C(C(=O)OC)(C)C (methyl 2-(6-Chloro-9H-carbazol-2-yl)-2-methyl-propionate), C[Si]([O-])(C)C.[K+] (potassium trimethylsilanolate), Cl (HCl). The solvent is C1CCOC1 (THF), CCOC(=O)C (EtOAc). Reaction conditions: temperature 50 celsius. Product: desired acid, ClC=1C=C2C=3C=CC(=CC3NC2=CC1)C(C(=O)O)(C)C (2-(6-chloro-9H-carbazol-2-yl)-2-methyl-propionic acid). As a reaction SMILES: [Cl:1][C:2]1[CH:3]=[C:4]2[C:12](=[CH:13][CH:14]=1)[NH:11][C:10]1[CH:9]=[C:8]([C:15]([CH3:21])([CH3:20])[C:16]([O:18]C)=[O:17])[CH:7]=[CH:6][C:5]2=1.C[Si](C)(C)[O-].[K+].Cl>C1COCC1.CCOC(C)=O>[Cl:1][C:2]1[CH:3]=[C:4]2[C:12](=[CH:13][CH:14]=1)[NH:11][C:10]1[CH:9]=[C:8]([C:15]([CH3:21])([CH3:20])[C:16]([OH:18])=[O:17])[CH:7]=[CH:6][C:5]2=1 |f:1.2|. Reported procedure: To a solution of methyl 2-(6-Chloro-9H-carbazol-2-yl)-2-methyl-propionate in THF (1.5 mL) was added potassium trimethylsilanolate (189 mg, 2.5 eq) and the mixture heated to 50° C. for 3 hrs. The solution was diluted with EtOAc and acidified to ˜pH 3 with 2M HCl. The organic layer was separated and the aqueous phase extracted with EtOAc. The combined organic phases were dried (MgSO4), filtered and evaporated to dryness to afford the desired acid, 2-(6-chloro-9H-carbazol-2-yl)-2-methyl-propionic a...